The task is: describe an organic reaction: reactants, conditions, products, and yield. This data is from the Open Reaction Database (ORD), a public repository of structured organic reaction records. Reactants: C1(CCCC1)N1CCN(CC1)C1=NC=CC=C1N (2-(4-cyclopentyl-piperazin-1-yl)-pyridin-3-ylamine), C1(CCCC1)N1CCN(CC1)C1=NC=C(C=C1)[N+](=O)[O-] (1-cyclopentyl-4-(5-nitro-pyridin-2-yl)-piperazine). Product: C1(CCCC1)N1CCN(CC1)C1=CC=C(C=N1)N (6-(4-Cyclopentyl-piperazin-1-yl)-pyridin-3-ylamine). Isolated yield 98.0%. As a reaction SMILES: C1(N2CCN(C3C(N)=CC=CN=3)CC2)CCCC1.[CH:19]1([N:24]2[CH2:29][CH2:28][N:27]([C:30]3[CH:35]=[CH:34][C:33]([N+:36]([O-])=O)=[CH:32][N:31]=3)[CH2:26][CH2:25]2)[CH2:23][CH2:22][CH2:21][CH2:20]1>>[CH:19]1([N:24]2[CH2:25][CH2:26][N:27]([C:30]3[N:31]=[CH:32][C:33]([NH2:36])=[CH:34][CH:35]=3)[CH2:28][CH2:29]2)[CH2:20][CH2:21][CH2:22][CH2:23]1. Procedure details: According to the procedure described for the synthesis of intermediate 2-(4-cyclopentyl-piperazin-1-yl)-pyridin-3-ylamine was synthesized from 1-cyclopentyl-4-(5-nitro-pyridin-2-yl)-piperazine through hydrogenation to yield 98% of the title compound as colorless crystals. (m/e): 247.1 (MH+; 100%).